This data is from the Open Reaction Database (ORD), a public repository of structured organic reaction records. The task is: describe an organic reaction: reactants, conditions, products, and yield Reactants: OC1=C2C(CCC2=CC=C1NC(C)=O)=O (N-(4-Hydroxy-3-oxo-2,3-dihydro-1H-inden-5-yl)acetamide), C1(=CC=C(C=C1)S(=O)(=O)[O-])C.[NH+]1=CC=CC=C1 (pyridinium p-toluenesulfonate). Run in C=1(C(=CC=CC1)C)C (xylene). The product is CC=1OC2=C(N1)C=CC=1CCC(C12)=O (2-Methyl-6,7-dihydro-8H-indeno[5,4-d][1,3]oxazol-8-one). Isolated yield 84.7%. RXN SMILES: O[C:2]1[C:10]([NH:11][C:12](=[O:14])[CH3:13])=[CH:9][CH:8]=[C:7]2[C:3]=1[C:4](=[O:15])[CH2:5][CH2:6]2.C1(C)C=CC(S([O-])(=O)=O)=CC=1.[NH+]1C=CC=CC=1>C1(C)C(C)=CC=CC=1>[CH3:13][C:12]1[O:14][C:2]2[C:3]3[C:4](=[O:15])[CH2:5][CH2:6][C:7]=3[CH:8]=[CH:9][C:10]=2[N:11]=1 |f:1.2|. Procedure: N-(4-Hydroxy-3-oxo-2,3-dihydro-1H-inden-5-yl)acetamide (469 mg, 2.29 mmol) and pyridinium p-toluenesulfonate (115 mg, 0.457 mmol) were heated under reflux in xylene (23 mL) for 2.5 hr. The solvent was evaporated under reduced pressure and the residue was purified by silica gel column chromatography (ethyl acetate/hexane=10/90→100/0) to give the title compound (363 mg, yield 85%).